Dataset: the Open Reaction Database (ORD), a public repository of structured organic reaction records. Task: describe an organic reaction: reactants, conditions, products, and yield Yields the product COC=1C=C(C=CC(=O)NC=2C(C(=O)[O-])=CC=C(C2)Cl)C=CC1OC.[Na+] (sodium N-(3,4-dimethoxycinnamoyl)-4-chloroanthranilate). Reaction SMILES: [OH-].[Na+:2].[CH3:3][O:4][C:5]1[CH:6]=[C:7]([CH:23]=[CH:24][C:25]=1[O:26][CH3:27])[CH:8]=[CH:9][C:10]([NH:12][C:13]1[C:14](=[CH:18][CH:19]=[C:20]([Cl:22])[CH:21]=1)[C:15]([OH:17])=[O:16])=[O:11]>>[CH3:3][O:4][C:5]1[CH:6]=[C:7]([CH:23]=[CH:24][C:25]=1[O:26][CH3:27])[CH:8]=[CH:9][C:10]([NH:12][C:13]1[C:14](=[CH:18][CH:19]=[C:20]([Cl:22])[CH:21]=1)[C:15]([O-:17])=[O:16])=[O:11].[Na+:2] |f:0.1,3.4|. Solvent: aqueous alcoholic solution. The reactants are [OH-].[Na+] (sodium hydroxide), COC=1C=C(C=CC(=O)NC=2C(C(=O)O)=CC=C(C2)Cl)C=CC1OC (N-(3,4-dimethoxycinnamoyl)-4-chloroanthranilic acid). Procedure: In 300 ml of an aqueous alcoholic solution (ethanol 1:water 1) containing 0.4 g of sodium hydroxide is added 3.6 g of N-(3,4-dimethoxycinnamoyl)-4-chloroanthranilic acid and the mixture is warmed to be completely dissolved. The solution is concentrated under a reduced pressure, the residue is dissolved in 200 ml of warmed ethanol and to this solution is added 900 ml of ether. The precipitated crystals are collected by filtration and dried under reduced pressure to obtain 3.2 g of sodium N-(3,4-d... Isolated yield 83.8%. The reactants are N1=CC=C(C2=CC=CC=C12)N (4-quinolinylamine), [N-]=C=O.ClC=1C=CC=CC1C (3-Chloro-4-methylbenzenisocyanate), C(Cl)Cl (CH2Cl2). Conditions: time 2 hour. Yields the product ClC=1C=C(C=CC1C)NC(=O)NC1=CC(=NC2=CC=CC=C12)C (N-(3-chloro-4-methylphenyl)-N′-(2-methyl-4-quinolinyl) urea). As a reaction SMILES: [N:1]1[C:10]2[C:5](=[CH:6][CH:7]=[CH:8][CH:9]=2)[C:4]([NH2:11])=[CH:3][CH:2]=1.[N-:12]=[C:13]=[O:14].[Cl:15][C:16]1[CH:17]=[CH:18][CH:19]=[CH:20][C:21]=1[CH3:22].[CH2:23](Cl)Cl>>[Cl:15][C:16]1[CH:17]=[C:18]([NH:12][C:13]([NH:11][C:4]2[C:5]3[C:10](=[CH:9][CH:8]=[CH:7][CH:6]=3)[N:1]=[C:2]([CH3:23])[CH:3]=2)=[O:14])[CH:19]=[CH:20][C:21]=1[CH3:22] |f:1.2|. Procedure: To a solution of 4-quinolinylamine (1 mmol) in CH2Cl2 at room temperature was added slowly 3-Chloro-4-methylbenzenisocyanate (1.1 mmol). The reaction was allowed to stir for 2 h, and precipitation occurred. The reaction mixture was filtered and a white solid collected. This was recrystallized from hexane/EtOAc to afford white crystals. Reactants: C(C)(C)(C)OC(=O)N1CC(C=2C=NC(=CC21)Cl)(C)C (6-chloro-3,3-dimethyl-2,3-dihydro-pyrrolo[3,2-c]pyridine-1-carboxylic acid tert-butyl ester), O1C=C(C=C1)B(O)O (furan-3-boronic acid). Yields the product C(C)(C)(C)OC(=O)N1CC(C=2C=NC(=CC21)C2=COC=C2)(C)C (6-Furan-3-yl-3,3-dimethyl-2,3-dihydro-pyrrolo[3,2-c]pyridine-1-carboxylic acid tert-butyl ester). Reaction SMILES: [C:1]([O:5][C:6]([N:8]1[C:16]2[CH:15]=[C:14](Cl)[N:13]=[CH:12][C:11]=2[C:10]([CH3:19])([CH3:18])[CH2:9]1)=[O:7])([CH3:4])([CH3:3])[CH3:2].[O:20]1[CH:24]=[CH:23][C:22](B(O)O)=[CH:21]1>>[C:1]([O:5][C:6]([N:8]1[C:16]2[CH:15]=[C:14]([C:22]3[CH:23]=[CH:24][O:20][CH:21]=3)[N:13]=[CH:12][C:11]=2[C:10]([CH3:19])([CH3:18])[CH2:9]1)=[O:7])([CH3:4])([CH3:3])[CH3:2]. Procedure: Prepared from 6-chloro-3,3-dimethyl-2,3-dihydro-pyrrolo[3,2-c]pyridine-1-carboxylic acid tert-butyl ester and furan-3-boronic acid using an analogous procedure to that of Preparation 161. MS: [M+H]+=315. Starting materials: Cc1ccc(Br)cc1C(F)(F)F, O=C(OOC(=O)c1ccccc1)c1ccccc1, ClC(Cl)(Cl)Cl, O=C1CCC(=O)N1Br. Yields the product FC(F)(F)c1cc(Br)ccc1CBr. Reaction SMILES: [Br:1][c:2]1[cH:3][c:4]([C:9]([F:10])([F:11])[F:12])[c:5]([CH3:8])[cH:6][cH:7]1.[C:21]([O:22][O:23][C:24](=[O:25])[c:26]1[cH:27][cH:28][cH:29][cH:30][cH:31]1)(=[O:32])[c:33]1[cH:34][cH:35][cH:36][cH:37][cH:38]1.[Cl:39][C:40]([Cl:41])([Cl:42])[Cl:43].[O:13]=[C:14]1[N:15]([Br:20])[C:16](=[O:17])[CH2:18][CH2:19]1>>[Br:1][c:2]1[cH:3][c:4]([C:9]([F:10])([F:11])[F:12])[c:5]([CH2:8][Br:20])[cH:6][cH:7]1. Reactants: Cl.ClC=1C=C(CNC[C@@H](CP(O)(=O)CC2=CC=C(C=C2)C)O)C=CC1Cl (3-(3,4-dichlorobenzylamino)-2(S)-hydroxy-propyl(p-methylbenzyl)phosphinic acid hydrochloride). The solvent is C(C)O (ethanol). The product is C1C(C)O1 (propylenoxide), CC1=CC=C(CP(O)=O)C=C1 (p-methylbenzyl phosphinic acid). RXN SMILES: Cl.ClC1C=C(C=CC=1Cl)CN[CH2:8][C@H:9]([OH:22])[CH2:10][P:11]([CH2:14][C:15]1[CH:20]=[CH:19][C:18]([CH3:21])=[CH:17][CH:16]=1)(=[O:13])[OH:12]>C(O)C>[CH2:8]1[O:22][CH:9]1[CH3:10].[CH3:21][C:18]1[CH:17]=[CH:16][C:15]([CH2:14][PH:11](=[O:12])[OH:13])=[CH:20][CH:19]=1 |f:0.1|. Procedure details: In a manner analogous to that described in Preparation Example 3-(3,4-dichlorobenzylamino)-2(S)-hydroxy-propyl(p-methylbenzyl)phosphinic acid hydrochloride can be manufactured. Dissolution in ethanol and treatment with propylenoxide yields 3-(3,4-dichlorobenzylamino)-2(S)-hydroxy-propyl(p-methylbenzyl phosphinic acid of m.p. 222,5°-224°. Reactants: ClC1=CC=C(N=N1)N(C1CC(NC(C1)(C)C)(C)C)C (6-chloro-N-methyl-N-(2,2,6,6-tetramethylpiperidin-4-yl)pyridazin-3-amine), COC1=C(C(=CC=C1)OC)B(O)O (2,6-dimethoxyphenylboronic acid). Product: COC1=C(C(=CC=C1)OC)C1=CC=C(N=N1)N(C1CC(NC(C1)(C)C)(C)C)C (6-(2,6-Dimethoxyphenyl)-N-methyl-N-(2,2,6,6-tetramethylpiperidin-4-yl)pyridazin-3-amine), solid. Isolated yield 49.0%. Reaction SMILES: Cl[C:2]1[N:7]=[N:6][C:5]([N:8]([CH3:19])[CH:9]2[CH2:14][C:13]([CH3:16])([CH3:15])[NH:12][C:11]([CH3:18])([CH3:17])[CH2:10]2)=[CH:4][CH:3]=1.[CH3:20][O:21][C:22]1[CH:27]=[CH:26][CH:25]=[C:24]([O:28][CH3:29])[C:23]=1B(O)O>>[CH3:20][O:21][C:22]1[CH:27]=[CH:26][CH:25]=[C:24]([O:28][CH3:29])[C:23]=1[C:2]1[N:7]=[N:6][C:5]([N:8]([CH3:19])[CH:9]2[CH2:14][C:13]([CH3:16])([CH3:15])[NH:12][C:11]([CH3:18])([CH3:17])[CH2:10]2)=[CH:4][CH:3]=1. Reported procedure: Intermediate 1-1 (566 mg, 2.0 mmol) and 2,6-dimethoxyphenylboronic acid (437 mg, 2.4 mmol) were reacted according to GENERAL METHOD 1-5 for Suzuki coupling. 6-(2,6-Dimethoxyphenyl)-N-methyl-N-(2,2,6,6-tetramethylpiperidin-4-yl)pyridazin-3-amine was obtained as a beige solid (375 mg, 49% yield) after flash column chromatography purification. MS (M+1)=385.4.